Dataset: the Open Reaction Database (ORD), a public repository of structured organic reaction records. Task: describe an organic reaction: reactants, conditions, products, and yield Starting materials: [BH3-]C#N.[Na+] (NaBH3CN), C(C)(C)(C)OC(=O)NC1=C(C(=O)NCC(=O)NCC2CCNCC2)C=C(C(=C1)F)F (4-[{N-(2-(tert-butoxycarbonylamino)-4,5-difluorobenzoyl)glycyl}aminomethyl]piperidine), C(C)OC=1C=C(C=O)C=CC1OCC (3,4-diethoxybenzaldehyde), C(C)(=O)O (acetic acid). Solvent: CO (methanol), CO (methanol). Run at temperature 50 celsius, time 8 hour. The product is NC1=C(C(=O)NCC(=O)NCC2CCN(CC2)CC2=CC(=C(C=C2)OCC)OCC)C=C(C(=C1)F)F (4-[{N-(2-amino-4,5-difluorobenzoyl)glycyl}aminomethyl]-1-(3,4-diethoxybenzyl)piperidine). RXN SMILES: C(OC([NH:8][C:9]1[CH:28]=[C:27]([F:29])[C:26]([F:30])=[CH:25][C:10]=1[C:11]([NH:13][CH2:14][C:15]([NH:17][CH2:18][CH:19]1[CH2:24][CH2:23][NH:22][CH2:21][CH2:20]1)=[O:16])=[O:12])=O)(C)(C)C.[CH2:31]([O:33][C:34]1[CH:35]=[C:36]([CH:39]=[CH:40][C:41]=1[O:42][CH2:43][CH3:44])[CH:37]=O)[CH3:32].C(O)(=O)C.[BH3-]C#N.[Na+]>CO>[NH2:8][C:9]1[CH:28]=[C:27]([F:29])[C:26]([F:30])=[CH:25][C:10]=1[C:11]([NH:13][CH2:14][C:15]([NH:17][CH2:18][CH:19]1[CH2:20][CH2:21][N:22]([CH2:37][C:36]2[CH:39]=[CH:40][C:41]([O:42][CH2:43][CH3:44])=[C:34]([O:33][CH2:31][CH3:32])[CH:35]=2)[CH2:23][CH2:24]1)=[O:16])=[O:12] |f:3.4|. Procedure details: To a mixture of 4-[{N-(2-(tert-butoxycarbonylamino)-4,5-difluorobenzoyl)glycyl}aminomethyl]piperidine (0.050 mmol), 3,4-diethoxybenzaldehyde (0.15 mmol), methanol (1.2 mL), and acetic acid (0.050 mL) was added NaBH3CN (0.25 mmol) in methanol (0.50 mL). The reaction mixture was stirred at 50° C. overnight. The mixture was cooled to room temperature, loaded onto Varian™ SCX column, and washed with CH3OH (5 mL×2). Product was eluted off using 2 N NH3 in CH3OH (5 mL) and concentrated. To the resulti... The reactants are Ic1ccc2ncnc(Nc3ccc4c(cnn4Cc4ccccc4)c3)c2c1, CCCC[Sn](CCCC)(CCCC)c1cncn1C. Yields the product Cn1cncc1-c1ccc2ncnc(Nc3ccc4c(cnn4Cc4ccccc4)c3)c2c1. Reaction SMILES: [CH2:1]([c:2]1[cH:3][cH:4][cH:5][cH:6][cH:7]1)[n:8]1[n:9][cH:10][c:11]2[cH:12][c:13]([NH:17][c:18]3[n:19][cH:20][n:21][c:22]4[cH:23][cH:24][c:25]([I:28])[cH:26][c:27]34)[cH:14][cH:15][c:16]12.[CH2:29]([Sn:30]([CH2:31][CH2:32][CH2:33][CH3:40])([c:34]1[cH:35][n:36][cH:37][n:38]1[CH3:39])[CH2:41][CH2:42][CH2:43][CH3:44])[CH2:45][CH2:46][CH3:47]>>[CH2:1]([c:2]1[cH:3][cH:4][cH:5][cH:6][cH:7]1)[n:8]1[n:9][cH:10][c:11]2[cH:12][c:13]([NH:17][c:18]3[n:19][cH:20][n:21][c:22]4[cH:23][cH:24][c:25](-[c:34]5[cH:35][n:36][cH:37][n:38]5[CH3:39])[cH:26][c:27]34)[cH:14][cH:15][c:16]12. The reactants are [Br-], CC(=O)Br, CO, CC#N, ClCCl, ClCCl, O, O=C(C[N+]12CCC(CC1)C(OC(=O)C(Nc1ccccc1)c1ccccc1)C2)c1ccc(O)cc1. The product is [Br-], CC(=O)Oc1ccc(C(=O)C[N+]23CCC(CC2)C(OC(=O)C(Nc2ccccc2)c2ccccc2)C3)cc1. Reaction SMILES: [Br-:5].[C:1]([CH3:2])(=[O:3])[Br:4].[CH3:44][OH:45].[CH3:46][C:47]#[N:48].[Cl:41][CH2:42][Cl:43].[Cl:50][CH2:51][Cl:52].[OH2:49].[OH:6][c:7]1[cH:8][cH:9][c:10]([C:13]([CH2:14][N+:15]23[CH2:16][CH:17]([O:23][C:24]([CH:25]([NH:26][c:27]4[cH:28][cH:29][cH:30][cH:31][cH:32]4)[c:33]4[cH:34][cH:35][cH:36][cH:37][cH:38]4)=[O:39])[CH:18]([CH2:19][CH2:20]2)[CH2:21][CH2:22]3)=[O:40])[cH:11][cH:12]1>>[Br-:4].[C:1]([CH3:2])(=[O:3])[O:6][c:7]1[cH:8][cH:9][c:10]([C:13]([CH2:14][N+:15]23[CH2:16][CH:17]([O:23][C:24]([CH:25]([NH:26][c:27]4[cH:28][cH:29][cH:30][cH:31][cH:32]4)[c:33]4[cH:34][cH:35][cH:36][cH:37][cH:38]4)=[O:39])[CH:18]([CH2:19][CH2:20]2)[CH2:21][CH2:22]3)=[O:40])[cH:11][cH:12]1. Starting materials: C(C1=CC=CC=C1)[C@@H]1N(C(OC1)=O)C(CC1=CN(C=C1)C1=CC=C(C=C1)F)=O (1-(4(S)-benzyl-oxazolidin-2-on-3-yl)-2-[1-(4-fluorophenyl)-1H-pyrrol-3-yl]-ethanone), C(#N)C1=CC=C(C=C1)C1=CC=C(C=C1)N1C=C(C=C1)CC(=O)O (2-[1-(4′-cyanobiphenyl-4-yl)-1H-pyrrol-3-yl]-acetic acid), C(C1=CC=CC=C1)[C@@H]1NC(OC1)=O (4(S)-benzyl-2-oxazolidinone), CCOC(=O)C (EtOAc). Reaction SMILES: [CH2:1]([C@H:8]1[CH2:12][O:11][C:10](=[O:13])[N:9]1[C:14](=[O:28])[CH2:15][C:16]1[CH:20]=[CH:19][N:18]([C:21]2[CH:26]=[CH:25][C:24](F)=[CH:23][CH:22]=2)[CH:17]=1)[C:2]1[CH:7]=[CH:6][CH:5]=[CH:4][CH:3]=1.[C:29]([C:31]1[CH:36]=[CH:35][C:34](C2C=CC(N3C=CC(CC(O)=O)=C3)=CC=2)=[CH:33][CH:32]=1)#[N:30].C([C@H]1COC(=O)N1)C1C=CC=CC=1.CCOC(C)=O>CCOC(C)=O.CC(OC)(C)C.C(Cl)Cl>[CH2:1]([C@H:8]1[CH2:12][O:11][C:10](=[O:13])[N:9]1[C:14](=[O:28])[CH2:15][C:16]1[CH:20]=[CH:19][N:18]([C:21]2[CH:26]=[CH:25][C:24]([C:34]3[CH:35]=[CH:36][C:31]([C:29]#[N:30])=[CH:32][CH:33]=3)=[CH:23][CH:22]=2)[CH:17]=1)[C:2]1[CH:7]=[CH:6][CH:5]=[CH:4][CH:3]=1 |f:4.5|. Procedure details: As in Example 14(a) for 1-(4(S)-benzyl-oxazolidin-2-on-3-yl)-2-[1-(4-fluorophenyl)-1H-pyrrol-3-yl]-ethanone, 2-[1-(4′-cyanobiphenyl-4-yl)-1H-pyrrol-3-yl]-acetic acid and 4(S)-benzyl-2-oxazolidinone were coupled. Flash column chromatography with 10-25% EtOAc/hex to CH2Cl2 stepwise gradient eluant and subsequent trituration with EtOAc/MTBE/hex provided in 59% yield 1-(4(S)-benzyl-oxazolidin-2-on-3-yl)-2-[1-(4′-cyanobiphenyl-4-yl)-1H-pyrrol-3-yl]-ethanone as a pale yellow amorphous solid. 1H NMR: δ... Yield: 59.0%. Product: C(C1=CC=CC=C1)[C@@H]1N(C(OC1)=O)C(CC1=CN(C=C1)C1=CC=C(C=C1)C1=CC=C(C=C1)C#N)=O (1-(4(S)-benzyl-oxazolidin-2-on-3-yl)-2-[1-(4′-cyanobiphenyl-4-yl)-1H-pyrrol-3-yl]-ethanone). Run in CCOC(=O)C.CC(C)(C)OC (EtOAc MTBE), C(Cl)Cl (CH2Cl2). Reactants: C(CC(C)C)ON=O (isoamylnitrite), ClC1=CC(=C(N=N1)OCC(F)(F)F)N (6-chloro-3-(2,2,2-trifluoro-ethoxy)-pyridazin-4-ylamine), C[Si](Br)(C)C (trimethylbromosilane). Run in BrCBr (dibromomethane). Run at time 18 hour. Product: BrC1=C(N=NC(=C1)Cl)OCC(F)(F)F (4-bromo-6-chloro-3-(2,2,2-trifluoro-ethoxy)-pyridazine). Isolated yield 23.8%. Reaction SMILES: [Cl:1][C:2]1[N:7]=[N:6][C:5]([O:8][CH2:9][C:10]([F:13])([F:12])[F:11])=[C:4](N)[CH:3]=1.C(ON=O)CC(C)C.C[Si](C)(C)[Br:25]>BrCBr>[Br:25][C:4]1[CH:3]=[C:2]([Cl:1])[N:7]=[N:6][C:5]=1[O:8][CH2:9][C:10]([F:13])([F:12])[F:11]. Reported procedure: To a suspension of 2.30 g 6-chloro-3-(2,2,2-trifluoro-ethoxy)-pyridazin-4-ylamine in 23 mL dibromomethane was added 5.11 g isoamylnitrite at once and drop wise 4.642 g trimethylbromosilane at ambient temperature (during ca 10 min). A moderate exotherm was observed and a dark brown solution was obtained. The mixture was stirred at ambient temperature for 18 h. The solvents were evaporated and the residue was purified (3×) by chromatography on silica gel using a gradient of heptane to dichlorometh... Reactants: COC(=O)C(N)Cc1c[nH]c2ccc([N+](=O)[O-])cc12, CCOC(C)=O, [Na+], O=C([O-])O, CN(C)C=O, O, O, O, Cl[Sn]Cl. The product is COC(=O)C(N)Cc1c[nH]c2ccc(N)cc12. Reaction SMILES: [CH3:1][O:2][C:3]([CH:4]([NH2:5])[CH2:6][c:7]1[cH:8][nH:9][c:10]2[cH:11][cH:12][c:13]([N+:16]([O-:17])=[O:18])[cH:14][c:15]12)=[O:19].[CH3:36][CH2:37][O:38][C:39]([CH3:40])=[O:41].[Na+:35].[O-:31][C:32]([OH:33])=[O:34].[O:25]=[CH:26][N:27]([CH3:28])[CH3:29].[OH2:20].[OH2:21].[OH2:30].[Sn:22]([Cl:23])[Cl:24]>>[CH3:1][O:2][C:3]([CH:4]([NH2:5])[CH2:6][c:7]1[cH:8][nH:9][c:10]2[cH:11][cH:12][c:13]([NH2:16])[cH:14][c:15]12)=[O:19].